Dataset: the Open Reaction Database (ORD), a public repository of structured organic reaction records. Task: describe an organic reaction: reactants, conditions, products, and yield The reactants are ClC1=C(C=CC(=C1)[N+](=O)[O-])O (2-chloro-4-nitrophenol), BrC(C(Br)(F)F)(F)F (1,2-dibromotetrafluoroethane), [OH-].[Na+] (sodium hydroxide), C([O-])([O-])=O.[K+].[K+] (potassium carbonate), C(CC)S (propanethiol). The solvent is CN(C=O)C (N,N-dimethylformamide). Conditions: temperature 50 celsius, time 48 hour. Yields the product ClC=1C=C(C=CC1OC(C(F)(F)Br)(F)F)[N+](=O)[O-] (3-chloro4-(2-bromo-1,1,2,2-tetrafluoroethoxy)nitrobenzene). Isolated yield 190.0%. Reaction SMILES: [Cl:1][C:2]1[CH:7]=[C:6]([N+:8]([O-:10])=[O:9])[CH:5]=[CH:4][C:3]=1[OH:11].C(=O)([O-])[O-].[K+].[K+].C(S)CC.Br[C:23]([F:29])([F:28])[C:24]([F:27])([F:26])[Br:25].[OH-].[Na+]>CN(C)C=O>[Cl:1][C:2]1[CH:7]=[C:6]([N+:8]([O-:10])=[O:9])[CH:5]=[CH:4][C:3]=1[O:11][C:23]([F:29])([F:28])[C:24]([Br:25])([F:27])[F:26] |f:1.2.3,6.7|. Procedure: Into a pressure bottle was placed 15.0 g (0.086 mole) 2-chloro-4-nitrophenol, 11.9 g (0.086 mole) potassium carbonate, 1.5 g (0.02 mole) propanethiol, 33.7 g (0.13 mole) 1,2-dibromotetrafluoroethane and 115 mL of N,N-dimethylformamide. The pressure bottle was sealed and the mixture stirred at 50° C. for 48 hours. The pressure bottle was cooled to room temperature, opened, and the contents poured into a separatory funnel. Approximately 200 mL of a 2N sodium hydroxide solution was added to the sep... Product: CNc1ccc(CN2CCN(C(=O)OC(C)(C)C)C(C)C2)c(F)c1. Reaction SMILES: [BH4-:47].[CH3:24][CH:25]1[CH2:26][N:27]([CH2:28][c:29]2[cH:30][cH:31][c:32]([NH:33][CH3:34])[cH:35][cH:36]2)[CH2:37][CH2:38][N:39]1[C:40]([O:41][C:42]([CH3:43])([CH3:44])[CH3:45])=[O:46].[NH2:1][c:2]1[cH:3][c:4]([F:23])[c:5]([CH2:8][N:9]2[CH2:10][CH:11]([CH3:22])[N:12]([C:15](=[O:16])[O:17][C:18]([CH3:19])([CH3:20])[CH3:21])[CH2:13][CH2:14]2)[cH:6][cH:7]1.[Na+:48]>>[NH:1]([c:2]1[cH:3][c:4]([F:23])[c:5]([CH2:8][N:9]2[CH2:10][CH:11]([CH3:22])[N:12]([C:15](=[O:16])[O:17][C:18]([CH3:19])([CH3:20])[CH3:21])[CH2:13][CH2:14]2)[cH:6][cH:7]1)[CH3:24]. The reactants are [BH4-], CNc1ccc(CN2CCN(C(=O)OC(C)(C)C)C(C)C2)cc1, CC1CN(Cc2ccc(N)cc2F)CCN1C(=O)OC(C)(C)C, [Na+]. Starting materials: C=CCc1cc2c(C)cc(=O)oc2c(OC)c1O, CO, [O-][I+3]([O-])([O-])[O-], [K+], O. Product: COc1c2c(cc3c(C)cc(=O)oc13)CC(O)O2. As a reaction SMILES: [CH2:1]([CH:2]=[CH2:3])[c:4]1[cH:5][c:6]2[c:7]([CH3:18])[cH:8][c:9](=[O:17])[o:10][c:11]2[c:12]([O:15][CH3:16])[c:13]1[OH:14].[CH3:26][OH:27].[I+3:20]([O-:21])([O-:22])([O-:23])[O-:24].[K+:25].[OH2:19]>>[CH2:1]1[CH:2]([OH:21])[O:14][c:13]2[c:4]1[cH:5][c:6]1[c:7]([CH3:18])[cH:8][c:9](=[O:17])[o:10][c:11]1[c:12]2[O:15][CH3:16].